From a dataset of the Open Reaction Database (ORD), a public repository of structured organic reaction records. describe an organic reaction: reactants, conditions, products, and yield The reactants are C1=C(C=CC=C1O)C (m-cresol), BrC(C(=O)OC)(C)C (methyl α-bromoisobutyrate). Yields the product CC(C(=O)OC)(C)OC=1C=C(C=CC1)C (Methyl 2-methyl-2-(m-tolyloxy)propanoate). RXN SMILES: [CH:1]1[C:6]([OH:7])=[CH:5][CH:4]=[CH:3][C:2]=1[CH3:8].Br[C:10]([CH3:16])([CH3:15])[C:11]([O:13][CH3:14])=[O:12]>>[CH3:15][C:10]([O:7][C:6]1[CH:1]=[C:2]([CH3:8])[CH:3]=[CH:4][CH:5]=1)([CH3:16])[C:11]([O:13][CH3:14])=[O:12]. Procedure: The title compound was prepared following the same protocol as described in Step 1, Example 36, using the m-cresol instead of the p-cresol and the methyl α-bromoisobutyrate instead of the methyl bromoacetate.